This data is from the Open Reaction Database (ORD), a public repository of structured organic reaction records. The task is: describe an organic reaction: reactants, conditions, products, and yield Reactants: [Cl-].ClC1=C(C=CC2=CC=CC=C12)OCC[NH3+] (2-[(1-chloronaphthalen-2-yl)oxy]ethanaminium chloride), CC1=CC=C(O1)C=O (5-methylfuran-2-carbaldehyde). Product: [Cl-].ClC1=C(C=CC2=CC=CC=C12)OCC[NH2+]CC=1OC(=CC1)C (2-[(1-chloronaphthalen-2-yl)oxy]-N-[(5-methylfuran-2-yl)methyl]ethanaminium chloride). Yield: 70.0%. As a reaction SMILES: [Cl-].[Cl:2][C:3]1[C:12]2[C:7](=[CH:8][CH:9]=[CH:10][CH:11]=2)[CH:6]=[CH:5][C:4]=1[O:13][CH2:14][CH2:15][NH3+:16].[CH3:17][C:18]1[O:22][C:21]([CH:23]=O)=[CH:20][CH:19]=1>>[Cl-:2].[Cl:2][C:3]1[C:12]2[C:7](=[CH:8][CH:9]=[CH:10][CH:11]=2)[CH:6]=[CH:5][C:4]=1[O:13][CH2:14][CH2:15][NH2+:16][CH2:23][C:21]1[O:22][C:18]([CH3:17])=[CH:19][CH:20]=1 |f:0.1,3.4|. Procedure details: Prepared from 2-[(1-chloronaphthalen-2-yl)oxy]ethanaminium chloride and 5-methylfuran-2-carbaldehyde in 70% yield as a white solid. Reactants: COC(C=1C(O)=CC=C(C1)C=O)=O (methyl-5-formylsalicylate), [BH4-].[Na+] (sodium borohydride), Cl (hydrochloric acid). The solvent is CO (methanol). Conditions: temperature 0 celsius, time 2 hour. Yields the product COC(C1=C(C=CC(=C1)CO)O)=O (methyl-2-hydroxy-5-hydroxymethylbenzoate). The yield is 54.9%. Reaction SMILES: [CH3:1][O:2][C:3](=[O:13])[C:4]1[C:5](=[CH:7][CH:8]=[C:9]([CH:11]=[O:12])[CH:10]=1)[OH:6].[BH4-].[Na+].Cl>CO>[CH3:1][O:2][C:3](=[O:13])[C:4]1[CH:10]=[C:9]([CH2:11][OH:12])[CH:8]=[CH:7][C:5]=1[OH:6] |f:1.2|. Procedure: To a solution of methyl-5-formylsalicylate (Kadaba, J. Pharm. Sci. 1974, 63, 1333-1335) (1.80 g, 0.01 mol) in methanol (20 mi) at 0° C. was added sodium borohydride (0.38 g, 0.01 mol) in 4 portions during 0.5 h. The solution was further stirred at 0° C. for 2 h and then at room temperature for 0.3 h. It was neutralized with hydrochloric acid and concentrated under vacuum. The residue was passed through a column of silica gel using 1:1 ethyl acetate:hexane as the eluent to give 1.0 g (55%) of met... Reactants: ClCCl (dichloromethane), OC1CC(N(CC1)CCN1C(C=NC2=CC=C(C=C12)OC)=O)C(=O)NC (4-hydroxy-1-(2-(7-methoxy-2-oxoquinoxalin-1(2H)-yl)ethyl)-N-methylpiperidine-2-carboxamide), CC(=O)OI1(C=2C=CC=CC2C(=O)O1)(OC(=O)C)OC(=O)C (Dess-Martin periodinane), C(O)([O-])=O.[Na+] (sodium hydrogen carbonate). Run in C(Cl)(Cl)Cl (chloroform). Reaction conditions: time 1 hour. Product: COC1=CC=C2N=CC(N(C2=C1)CCN1C(CC(CC1)=O)C(=O)NC)=O (1-(2-(7-methoxy-2-oxoquinoxalin-1(2H)-yl)ethyl)-N-methyl-4-oxopiperidine-2-carboxamide). As a reaction SMILES: ClCCl.[OH:4][CH:5]1[CH2:10][CH2:9][N:8]([CH2:11][CH2:12][N:13]2[C:22]3[C:17](=[CH:18][CH:19]=[C:20]([O:23][CH3:24])[CH:21]=3)[N:16]=[CH:15][C:14]2=[O:25])[CH:7]([C:26]([NH:28][CH3:29])=[O:27])[CH2:6]1.CC(OI1(OC(C)=O)(OC(C)=O)OC(=O)C2C=CC=CC1=2)=O.C(=O)([O-])O.[Na+]>C(Cl)(Cl)Cl>[CH3:24][O:23][C:20]1[CH:21]=[C:22]2[C:17]([N:16]=[CH:15][C:14](=[O:25])[N:13]2[CH2:12][CH2:11][N:8]2[CH2:9][CH2:10][C:5](=[O:4])[CH2:6][CH:7]2[C:26]([NH:28][CH3:29])=[O:27])=[CH:18][CH:19]=1 |f:3.4|. Procedure details: To 2 mL of a dichloromethane solution containing 11 mg of 4-hydroxy-1-(2-(7-methoxy-2-oxoquinoxalin-1(2H)-yl)ethyl)-N-methylpiperidine-2-carboxamide, 13 mg of Dess-Martin periodinane was added at room temperature, and the mixture was stirred at the same temperature for 1 hour. The reaction mixture was added with an aqueous saturated sodium hydrogen carbonate solution and chloroform. The organic layer was separated, washed with an aqueous saturated sodium chloride solution, and dried over anhydro...